Dataset: the Open Reaction Database (ORD), a public repository of structured organic reaction records. Task: describe an organic reaction: reactants, conditions, products, and yield Reactants: C(C)OP(OCC)C(O)C1=CC(=CC=C1)Br (diethyl[(3-bromophenyl)(hydroxy)methyl]phosphonite), C(Cl)Cl (CH2Cl2), C(C)N(CC)S(F)(F)F (diethylaminosulfur trifluoride). Run in O (water). Reaction conditions: time 2 hour. Yields the product C(C)OP(OCC)C(F)C1=CC(=CC=C1)Br (diethyl[(3-bromophenyl)(fluoro)methyl]phosphonite). Isolated yield 74.8%. As a reaction SMILES: [CH2:1]([O:3][P:4]([CH:8]([C:10]1[CH:15]=[CH:14][CH:13]=[C:12]([Br:16])[CH:11]=1)O)[O:5][CH2:6][CH3:7])[CH3:2].C(Cl)Cl.C(N(S(F)(F)[F:26])CC)C>O>[CH2:1]([O:3][P:4]([CH:8]([C:10]1[CH:15]=[CH:14][CH:13]=[C:12]([Br:16])[CH:11]=1)[F:26])[O:5][CH2:6][CH3:7])[CH3:2]. Reported procedure: Into cold mixture of diethyl[(3-bromophenyl)(hydroxy)methyl]phosphonite (30 g) and CH2Cl2 (120 mL) was added diethylaminosulfur trifluoride (16.44 g, 101.53 mmol) and the mixture was stirred for 2 hours. The mixture was then poured into water and washed with NaHCO3 and brine. Purification by ISCO (hexane/EtOAc 1/1) gave diethyl[(3-bromophenyl)(fluoro)methyl]phosphonite (22.6 g); MS m/e (M+H)+ 325. Reactants: Clc1cccc(Br)c1, COc1ccc(N2CC(C)NC(C)C2)nc1N, ClCCl, O=S(=O)(Cl)Cl, c1ccncc1. The product is COc1ccc(N2CC(C)NC(C)C2)nc1NS(=O)(=O)c1ccc(Br)cc1Cl. Reaction SMILES: [Br:23][c:24]1[cH:25][c:26]([Cl:30])[cH:27][cH:28][cH:29]1.[CH3:1][CH:2]1[CH2:3][N:4]([c:9]2[cH:10][cH:11][c:12]([O:16][CH3:17])[c:13]([NH2:15])[n:14]2)[CH2:5][CH:6]([CH3:8])[NH:7]1.[Cl:37][CH2:38][Cl:39].[S:18](=[O:19])(=[O:20])([Cl:21])[Cl:22].[cH:31]1[cH:32][cH:33][n:34][cH:35][cH:36]1>>[CH3:1][CH:2]1[CH2:3][N:4]([c:9]2[cH:10][cH:11][c:12]([O:16][CH3:17])[c:13]([NH:15][S:18](=[O:19])(=[O:20])[c:27]3[c:26]([Cl:30])[cH:25][c:24]([Br:23])[cH:29][cH:28]3)[n:14]2)[CH2:5][CH:6]([CH3:8])[NH:7]1. Starting materials: N1CCC(CC1)C1=NNC2=CC=CC=C12 (3-(4-piperidinyl)-1H indazole), BrCCCCOC1=C(C=C(C=C1)C(C)=O)OC (1-[4-(4-bromobutoxy)-3-methoxyphenyl]ethanone), C(C)#N (acetonitrile). Run in O (water). Product: N1N=C(C2=CC=CC=C12)C1CCN(CC1)CCCCOC1=C(C=C(C=C1)C(C)=O)OC (1-[4-[4-[4(1H-indazol-3-yl)-1-piperidinyl]butoxy]-3-methoxyphenyl]ethanone). The yield is 78.6%. As a reaction SMILES: [NH:1]1[CH2:6][CH2:5][CH:4]([C:7]2[C:15]3[C:10](=[CH:11][CH:12]=[CH:13][CH:14]=3)[NH:9][N:8]=2)[CH2:3][CH2:2]1.Br[CH2:17][CH2:18][CH2:19][CH2:20][O:21][C:22]1[CH:27]=[CH:26][C:25]([C:28](=[O:30])[CH3:29])=[CH:24][C:23]=1[O:31][CH3:32].C(#N)C>O>[NH:9]1[C:10]2[C:15](=[CH:14][CH:13]=[CH:12][CH:11]=2)[C:7]([CH:4]2[CH2:3][CH2:2][N:1]([CH2:17][CH2:18][CH2:19][CH2:20][O:21][C:22]3[CH:27]=[CH:26][C:25]([C:28](=[O:30])[CH3:29])=[CH:24][C:23]=3[O:31][CH3:32])[CH2:6][CH2:5]2)=[N:8]1. Procedure: A mixture of 3-(4-piperidinyl)-1H indazole (3.2 g, 0.016 mol), 1-[4-(4-bromobutoxy)-3-methoxyphenyl]ethanone (5.0 g, 0.016 mol) K2CO3 (2.2) and acetonitrile (100 ml) was stirred and refluxed for 6hours. The reaction was poured into water and the resulting yellow solid that formed was collected to afford 5.3 g of product. The compound was recrystallized from acetonitrile and then from ethyl acetate to yield 3.0 g (45%) of a slightly yellow solid of 1-[4-[4-[4-(1H-indazol-3-yl)-1-piperidiyl]butoxy... RXN SMILES: Cl[C:2]1[N:3]=[CH:4][C:5]2[C:10]([CH:11]=1)=[CH:9][C:8]([C:12]1[CH:13]=[N:14][N:15]([CH2:17][C:18]([CH3:21])([OH:20])[CH3:19])[CH:16]=1)=[CH:7][CH:6]=2.[NH2:22][C:23]1[CH:28]=[CH:27][C:26]([C:29]2[N:33]([CH2:34][CH:35]3[CH2:40][CH2:39][N:38](C(OC(C)(C)C)=O)[CH2:37][CH2:36]3)[C:32]([CH3:48])=[N:31][CH:30]=2)=[CH:25][C:24]=1[O:49][CH3:50].CC1(C)C2C(=C(P(C3C=CC=CC=3)C3C=CC=CC=3)C=CC=2)OC2C(P(C3C=CC=CC=3)C3C=CC=CC=3)=CC=CC1=2.C([O-])([O-])=O.[Cs+].[Cs+]>C1(C)C=CC=CC=1.CN(C=O)C.C1C=CC(/C=C/C(/C=C/C2C=CC=CC=2)=O)=CC=1.C1C=CC(/C=C/C(/C=C/C2C=CC=CC=2)=O)=CC=1.C1C=CC(/C=C/C(/C=C/C2C=CC=CC=2)=O)=CC=1.[Pd].[Pd]>[CH3:50][O:49][C:24]1[CH:25]=[C:26]([C:29]2[N:33]([CH2:34][CH:35]3[CH2:40][CH2:39][NH:38][CH2:37][CH2:36]3)[C:32]([CH3:48])=[N:31][CH:30]=2)[CH:27]=[CH:28][C:23]=1[NH:22][C:2]1[N:3]=[CH:4][C:5]2[C:10]([CH:11]=1)=[CH:9][C:8]([C:12]1[CH:13]=[N:14][N:15]([CH2:17][C:18]([CH3:21])([OH:20])[CH3:19])[CH:16]=1)=[CH:7][CH:6]=2 |f:3.4.5,6.7,8.9.10.11.12|. Reagents/catalysts: C=1C=CC(=CC1)/C=C/C(=O)/C=C/C2=CC=CC=C2.C=1C=CC(=CC1)/C=C/C(=O)/C=C/C2=CC=CC=C2.C=1C=CC(=CC1)/C=C/C(=O)/C=C/C2=CC=CC=C2.[Pd].[Pd] (Pd2(dba)3). The reactants are ClC=1N=CC2=CC=C(C=C2C1)C=1C=NN(C1)CC(C)(O)C (1-(4-(3-chloroisoquinolin-6-yl)-1H-pyrazol-1-yl)-2-methylpropan-2-ol), NC1=C(C=C(C=C1)C1=CN=C(N1CC1CCN(CC1)C(=O)OC(C)(C)C)C)OC (tert-butyl 4-((5-(4-amino-3-methoxyphenyl)-2-methyl-1H-imidazol-1-yl)methyl)piperidine-1-carboxylate), CC1(C2=C(C(=CC=C2)P(C3=CC=CC=C3)C4=CC=CC=C4)OC5=C(C=CC=C51)P(C6=CC=CC=C6)C7=CC=CC=C7)C (xantphos), C(=O)([O-])[O-].[Cs+].[Cs+] (Cs2CO3). Isolated yield 8.8%. Procedure: A suspension of 1-(4-(3-chloroisoquinolin-6-yl)-1H-pyrazol-1-yl)-2-methylpropan-2-ol (Preparation 22, 15 mg, 0.050 mmol), tert-butyl 4-((5-(4-amino-3-methoxyphenyl)-2-methyl-1H-imidazol-1-yl)methyl)piperidine-1-carboxylate (Preparation 79, 19.9 mg, 0.050 mmol), xantphos (17.3 mg, 0.030 mmol), Pd2(dba)3 (4.6 mg, 0.005 mmol) and Cs2CO3 (130 mg, 0.398 mmol) in toluene/DMF (3/1 mL) was stirred at 160° C. under microwave irradiation for 2 hours. The reaction mixture was filtered, diluted with NaCl so... Run in C1(=CC=CC=C1)C.CN(C)C=O (toluene DMF). Product: COC1=C(C=CC(=C1)C1=CN=C(N1CC1CCNCC1)C)NC=1N=CC2=CC=C(C=C2C1)C=1C=NN(C1)CC(C)(O)C (1-(4-(3-((2-Methoxy-4-(2-methyl-1-(piperidin-4-ylmethyl)-1H-imidazol-5-yl)phenyl)amino)-isoquinolin-6-yl)-1H-pyrazol-1-yl)-2-methylpropan-2-ol). Run at temperature 160 celsius, time 2 hour. Reactants: Cl.NCC1=CC=C(C=C1)N\C(\C1=CC=CC=C1)=C\1/C(NC2=CC=C(C=C12)[N+](=O)[O-])=O ((Z)-3-[1-(4-aminomethyl-phenylamino)-1-phenyl-methylidene]-5-nitro-2-indolinone-hydrochloride), C(C(C)C)=O (isobutyraldehyde), C(#N)[BH3-].[Na+] (sodium cyanoborohydride). Run in CO (methanol). The product is C(C(C)C)NCC1=CC=C(C=C1)N\C(\C1=CC=CC=C1)=C\1/C(NC2=CC=C(C=C12)[N+](=O)[O-])=O ((Z)-3-[1-(4-isobutylaminomethyl-phenylamino)-1-phenyl-methylidene]-5-nitro-2-indolinone). Reaction SMILES: Cl.[NH2:2][CH2:3][C:4]1[CH:9]=[CH:8][C:7]([NH:10]/[C:11](=[C:18]2\[C:19](=[O:30])[NH:20][C:21]3[C:26]\2=[CH:25][C:24]([N+:27]([O-:29])=[O:28])=[CH:23][CH:22]=3)/[C:12]2[CH:17]=[CH:16][CH:15]=[CH:14][CH:13]=2)=[CH:6][CH:5]=1.[CH:31](=O)[CH:32]([CH3:34])[CH3:33].C([BH3-])#N.[Na+]>CO>[CH2:31]([NH:2][CH2:3][C:4]1[CH:5]=[CH:6][C:7]([NH:10]/[C:11](=[C:18]2\[C:19](=[O:30])[NH:20][C:21]3[C:26]\2=[CH:25][C:24]([N+:27]([O-:29])=[O:28])=[CH:23][CH:22]=3)/[C:12]2[CH:13]=[CH:14][CH:15]=[CH:16][CH:17]=2)=[CH:8][CH:9]=1)[CH:32]([CH3:34])[CH3:33] |f:0.1,3.4|. Procedure: Prepared analogously to Example 159 from (Z)-3-[1-(4-aminomethyl-phenylamino)-1-phenyl-methylidene]-5-nitro-2-indolinone-hydrochloride, isobutyraldehyde and sodium cyanoborohydride in methanol. Starting materials: C1(=CC=C(C=C1)C(=O)O)C1=CC=CC=C1 (4-biphenyl carboxylic acid), N1CCC(CC1)C1=NC2=C(N1)C=CC=C2 (2-(piperidin-4-yl)-1H-benzimidazole), Cl.CN(CCCN=C=NCC)C (1-(3-dimethylaminopropyl)-3-ethylcarbodiimide hydrochloride). Reagents/catalysts: CN(C1=CC=NC=C1)C (4-dimethylaminopyridine). The solvent is C(Cl)Cl (DCM), C(=O)(O)[O-].[Na+] (NaHCO3), O (water). The product is N1C(=NC2=C1C=CC=C2)C2CCN(CC2)C(=O)C2=CC=C(C=C2)C2=CC=CC=C2 ([4-(1H-benzimidazol-2-yl)piperidin-1-yl](biphenyl-4-yl)methanone). Yield: 73.2%. RXN SMILES: [C:1]1([C:10]2[CH:15]=[CH:14][CH:13]=[CH:12][CH:11]=2)[CH:6]=[CH:5][C:4]([C:7]([OH:9])=O)=[CH:3][CH:2]=1.[NH:16]1[CH2:21][CH2:20][CH:19]([C:22]2[NH:26][C:25]3[CH:27]=[CH:28][CH:29]=[CH:30][C:24]=3[N:23]=2)[CH2:18][CH2:17]1.Cl.CN(C)CCCN=C=NCC>C(Cl)Cl.CN(C)C1C=CN=CC=1.C([O-])(O)=O.[Na+].O>[NH:23]1[C:24]2[CH:30]=[CH:29][CH:28]=[CH:27][C:25]=2[N:26]=[C:22]1[CH:19]1[CH2:20][CH2:21][N:16]([C:7]([C:4]2[CH:3]=[CH:2][C:1]([C:10]3[CH:15]=[CH:14][CH:13]=[CH:12][CH:11]=3)=[CH:6][CH:5]=2)=[O:9])[CH2:17][CH2:18]1 |f:2.3,6.7|. Reported procedure: To a stirred mixture of 4-biphenyl carboxylic acid (10.0 g, 50.5 mmol) and 2-(piperidin-4-yl)-1H-benzimidazole (10.1 g, 50.5 mmol) in DCM (400 mL) is added 1-(3-dimethylaminopropyl)-3-ethylcarbodiimide hydrochloride (12.0 g, 62.7 mmol) and 4-dimethylaminopyridine (3.08 g, 25.2 mmol). After 3 h the reaction mixture is diluted with saturated aqueous NaHCO3 (200 mL) and water (100 mL). The mixture is stirred for a few minutes. The organic layer is separated, washed with water, dried over Na2SO4, fi...